From a dataset of the Open Reaction Database (ORD), a public repository of structured organic reaction records. describe an organic reaction: reactants, conditions, products, and yield Starting materials: CCOC(OCC)OCC, C=CCOC(=O)c1cccc(N)c1, O=C(O)C(F)(F)F. The product is C=CCOC(=O)c1cccc(NC)c1. As a reaction SMILES: [CH:21]([O:22][CH2:23][CH3:24])([O:25][CH2:26][CH3:27])[O:28][CH2:29][CH3:30].[NH2:1][c:2]1[cH:3][c:4]([C:5](=[O:6])[O:7][CH2:8][CH:9]=[CH2:10])[cH:11][cH:12][cH:13]1.[OH:14][C:15]([C:16]([F:17])([F:18])[F:19])=[O:20]>>[NH:1]([c:2]1[cH:3][c:4]([C:5](=[O:6])[O:7][CH2:8][CH:9]=[CH2:10])[cH:11][cH:12][cH:13]1)[CH3:15]. The reactants are resultant suspension, C(CCC)[Li] (n-butyllithium), CCCCCC (hexane), C(CC(=O)O)(=O)OCC (ethyl hydrogen malonate), Cl (hydrochloric acid), C1(CC1)C(=O)Cl (cyclopropanecarbonyl chloride). Solvent: CCOCC (ether), C1CCOC1 (THF), O (water). Reaction conditions: time 20 minute. Product: C1(CC1)C(CC(=O)OCC)=O (Ethyl 3-cyclopropyl-3-oxopropionate). As a reaction SMILES: [C:1]([O:7][CH2:8][CH3:9])(=[O:6])[CH2:2][C:3]([OH:5])=O.C([Li])[CH2:11][CH2:12][CH3:13].CCCCCC.C1(C(Cl)=O)CC1.Cl>C1COCC1.CCOCC.O>[CH:11]1([C:3](=[O:5])[CH2:2][C:1]([O:7][CH2:8][CH3:9])=[O:6])[CH2:12][CH2:13]1. Reported procedure: To a stirred solution of 23.8 g ethyl hydrogen malonate (180 mmoles) in 350 mL of dry THF, and cooled to -75° C. under nitrogen atmosphere, was added dropwise 145 mL of 2.5M n-butyllithium in hexane (363 mmoles), keeping the temperature below -55° C. The resultant suspension was warmed to ca. 0° C. and held at 0° to 10° C. for 20 minutes; it was then recooled to ←70° C. and cyclopropanecarbonyl chloride (10.0 mL, 11.5 g, 109 mmoles) was added dropwise. with stirring, maintaining the temperature ... Reaction SMILES: [CH3:1][N:2]1[CH2:3][CH2:4][N:5]([c:8]2[cH:9][cH:10][c:11]([NH2:14])[cH:12][n:13]2)[CH2:6][CH2:7]1.[CH3:40][OH:41].[Cl:37][CH2:38][Cl:39].[s:15]1[c:16]2[c:17]([c:18](-[c:20]3[cH:21][cH:22][c:23]([C:30](=[O:31])[OH:32])[c:24]4[n:25][cH:26][cH:27][n:28][c:29]34)[cH:19]1)[cH:33][cH:34][cH:35][cH:36]2>>[CH3:1][N:2]1[CH2:3][CH2:4][N:5]([c:8]2[cH:9][cH:10][c:11]([NH:14][C:30]([c:23]3[cH:22][cH:21][c:20](-[c:18]4[c:17]5[c:16]([s:15][cH:19]4)[cH:36][cH:35][cH:34][cH:33]5)[c:29]4[c:24]3[n:25][cH:26][cH:27][n:28]4)=[O:31])[cH:12][n:13]2)[CH2:6][CH2:7]1. Product: CN1CCN(c2ccc(NC(=O)c3ccc(-c4csc5ccccc45)c4nccnc34)cn2)CC1. Reactants: CN1CCN(c2ccc(N)cn2)CC1, CO, ClCCl, O=C(O)c1ccc(-c2csc3ccccc23)c2nccnc12. Reactants: CC1=[N+](C(=CC=C1O)CC1=CC=CC=C1)[O-] (2-methyl-6-benzyl-pyridin-3-ol N-oxide), C=O (formaldehyde), CNC (dimethylamine). Run in O (water). Run at temperature 80 celsius. The product is CC1=NC(=CC(=C1O)CN(C)C)CC1=CC=CC=C1 (2-Methyl-4-dimethylaminomethyl-6-benzyl-pyridin-3-ol). RXN SMILES: [CH3:1][C:2]1[C:7]([OH:8])=[CH:6][CH:5]=[C:4]([CH2:9][C:10]2[CH:15]=[CH:14][CH:13]=[CH:12][CH:11]=2)[N+:3]=1[O-].[CH2:17]=O.[CH3:19][NH:20][CH3:21]>O>[CH3:1][C:2]1[C:7]([OH:8])=[C:6]([CH2:19][N:20]([CH3:17])[CH3:21])[CH:5]=[C:4]([CH2:9][C:10]2[CH:15]=[CH:14][CH:13]=[CH:12][CH:11]=2)[N:3]=1. Reported procedure: A mixture of 8.6 g (40 millimoles) of 2-methyl-6-benzyl-pyridin-3-ol N-oxide, 5 g of 30% strength aqueous formaldehyde solution, 5.5 g of 40% strength aqueous dimethylamine solution and 9 ml of water is heated for 2 hours at 80° C. It is then evaporated to dryness, the residue is taken up in chloroform, this solution is shaken with active charcoal and filtered, and the solvent is distilled off. 10.2 g of 2-methyl-4-dimethylaminomethyl-6-benzyl-3-pyridin-3-ol N-oxide remain.